From a dataset of the Open Reaction Database (ORD), a public repository of structured organic reaction records. describe an organic reaction: reactants, conditions, products, and yield Starting materials: C(C)(=O)OCC (ethyl acetate), CN1N=C(C=C1O)C(C(F)(F)F)(F)F (1-Methyl-3-(pentafluoroethyl)-1H-pyrazol-5-ol), ClC=1N=NC=C(C1)OC (3-chloro-5-methoxypyridazine), N1=C(C=CC=C1C)C (2,6-lutidine). Run in C1(=CC=CC=C1)C (toluene). Yields the product COC=1C=C(N=NC1)OC1=CC(=NN1C)C(C(F)(F)F)(F)F (5-methoxy-3-[[1-methyl-3-(pentafluoroethyl)-1H-pyrazol-5-yl]oxy]pyridazine). As a reaction SMILES: [CH3:1][N:2]1[C:6]([OH:7])=[CH:5][C:4]([C:8]([F:14])([F:13])[C:9]([F:12])([F:11])[F:10])=[N:3]1.Cl[C:16]1[N:17]=[N:18][CH:19]=[C:20]([O:22][CH3:23])[CH:21]=1.N1C(C)=CC=CC=1C.C(OCC)(=O)C>C1(C)C=CC=CC=1>[CH3:23][O:22][C:20]1[CH:21]=[C:16]([O:7][C:6]2[N:2]([CH3:1])[N:3]=[C:4]([C:8]([F:13])([F:14])[C:9]([F:11])([F:10])[F:12])[CH:5]=2)[N:17]=[N:18][CH:19]=1. Reported procedure: 1-Methyl-3-(pentafluoroethyl)-1H-pyrazol-5-ol (0.44 g, 0.002 mole), 3-chloro-5-methoxypyridazine (0.29 g, 0.002 mole), and 2,6-lutidine (0.27 g, 0.0024 mole) were refluxed under N2 in toluene (8 mL) for 15 h. This mixture was poured into ethyl acetate and washed with 7% HCl, water and then with saturated sodium bicarbonate. The organic layer was dried (MgSO4), filtered through silica gel with ethyl acetate, and evaporated in vacuo to give 5-methoxy-3-[[1-methyl-3-(pentafluoroethyl)-1H-pyrazol-5-... The reactants are CCOC(C)OC1CC(OC(C)OCC)C(C)C(O[Si](c2ccccc2)(c2ccccc2)C(C)(C)C)C1, C1CCOC1, CCCC[N+](CCCC)(CCCC)CCCC, [Cl-], [F-], [Na+]. As a reaction SMILES: [CH2:1]([CH3:2])[O:3][CH:4]([CH3:5])[O:6][CH:7]1[CH:8]([CH3:37])[CH:9]([O:19][Si:20]([C:21]([CH3:22])([CH3:23])[CH3:24])([c:25]2[cH:26][cH:27][cH:28][cH:29][cH:30]2)[c:31]2[cH:32][cH:33][cH:34][cH:35][cH:36]2)[CH2:10][CH:11]([O:13][CH:14]([CH3:15])[O:16][CH2:17][CH3:18])[CH2:12]1.[CH2:58]1[O:59][CH2:60][CH2:61][CH2:62]1.[CH3:39][CH2:40][CH2:41][CH2:42][N+:43]([CH2:44][CH2:45][CH2:46][CH3:47])([CH2:48][CH2:49][CH2:50][CH3:51])[CH2:52][CH2:53][CH2:54][CH3:55].[Cl-:57].[F-:38].[Na+:56]>>[CH2:1]([CH3:2])[O:3][CH:4]([CH3:5])[O:6][CH:7]1[CH:8]([CH3:37])[CH:9]([OH:19])[CH2:10][CH:11]([O:13][CH:14]([CH3:15])[O:16][CH2:17][CH3:18])[CH2:12]1. Product: CCOC(C)OC1CC(O)C(C)C(OC(C)OCC)C1. Reaction SMILES: [OH:1][CH:2]([C:5]1[CH:10]=[CH:9][C:8]([O:11][CH3:12])=[CH:7][CH:6]=1)[C:3]#[CH:4].C([Mg]Cl)C.COC1C=CC(C=O)=CC=1.Br[C:28]1[CH:36]=[CH:35][CH:34]=[C:33]2[C:29]=1/[C:30](=[CH:38]/[C:39]1[NH:40][CH:41]=[CH:42][C:43]=1[O:44][CH3:45])/[C:31](=[O:37])[NH:32]2>Cl[Pd](Cl)([P](C1C=CC=CC=1)(C1C=CC=CC=1)C1C=CC=CC=1)[P](C1C=CC=CC=1)(C1C=CC=CC=1)C1C=CC=CC=1.[Cu]I.CN(C=O)C.CCN(CC)CC>[OH:1][CH:2]([C:5]1[CH:6]=[CH:7][C:8]([O:11][CH3:12])=[CH:9][CH:10]=1)[C:3]#[C:4][C:28]1[CH:36]=[CH:35][CH:34]=[C:33]2[C:29]=1/[C:30](=[CH:38]/[C:39]1[NH:40][CH:41]=[CH:42][C:43]=1[O:44][CH3:45])/[C:31](=[O:37])[NH:32]2 |^1:48,67|. Reagents/catalysts: [Cu]I (CuI), Cl[Pd]([P](C1=CC=CC=C1)(C2=CC=CC=C2)C3=CC=CC=C3)([P](C4=CC=CC=C4)(C5=CC=CC=C5)C6=CC=CC=C6)Cl ((Ph3P)2PdCl2). The reactants are OC(C#C)C1=CC=C(C=C1)OC (3-hydroxy-3-(4-methoxyphenyl)-1-propyne), BrC1=C2/C(/C(NC2=CC=C1)=O)=C/C=1NC=CC1OC ((Z)-4-bromo-1,3-dihydro-3-[(3-methoxy-1H-pyrrol-2-yl)methylene]-2H-indol-2-one), BrC1=C2/C(/C(NC2=CC=C1)=O)=C/C=1NC=CC1OC ((Z)-4-bromo-1,3-dihydro-3-[(3-methoxy-1H-pyrrol-2-yl)methylene]-2H-indol-2-one), C(C)[Mg]Cl (ethylmagnesium chloride), COC1=CC=C(C=O)C=C1 (4-methoxybenzaldehyde). Solvent: CN(C)C=O (DMF), CCN(CC)CC (Et3N). Yields the product OC(C#CC1=C2/C(/C(NC2=CC=C1)=O)=C/C=1NC=CC1OC)C1=CC=C(C=C1)OC (rac-(Z)-1,3-dihydro-4-[3-hydroxy-3-(4-methoxyphenyl)-1-propynyl]-3-[(3-methoxy-1H-pyrrol-2-yl)methylene]-2H-indol-2-one). Reported procedure: Using Method D above, 3-hydroxy-3-(4-methoxyphenyl)-1-propyne (115 mg, 0.70 mmol) (prepared by the addition of ethylmagnesium chloride (Aldrich) to 4-methoxybenzaldehyde (Aldrich) according to Method A above), was coupled with (Z)-4-bromo-1,3-dihydro-3-[(3-methoxy-1H-pyrrol-2-yl)methylene]-2H-indol-2-one (Starting Material 1) (174 mg, 0.55 mmol) using (Ph3P)2PdCl2 (18 mg) (Aldrich) and CuI (10 mg) (Aldrich) as catalyst in DMF (2.5 mL) and Et3N (2.5 mL) as solvent at 70° C. for 15 h, yielding rac... The reactants are O=C(Cc1ccc(Br)cc1)N1C(=O)OCC1Cc1ccccc1, C1CCOC1, C[Si](C)(C)[N-][Si](C)(C)C, CI, [Na+]. Product: CC(C(=O)N1C(=O)OCC1Cc1ccccc1)c1ccc(Br)cc1. RXN SMILES: [CH2:1]([c:2]1[cH:3][cH:4][cH:5][cH:6][cH:7]1)[CH:8]1[N:9]([C:14]([CH2:15][c:16]2[cH:17][cH:18][c:19]([Br:22])[cH:20][cH:21]2)=[O:23])[C:10](=[O:13])[O:11][CH2:12]1.[CH2:36]1[O:37][CH2:38][CH2:39][CH2:40]1.[CH3:25][Si:26]([N-:27][Si:28]([CH3:29])([CH3:30])[CH3:31])([CH3:32])[CH3:33].[CH3:34][I:35].[Na+:24]>>[CH2:1]([c:2]1[cH:3][cH:4][cH:5][cH:6][cH:7]1)[CH:8]1[N:9]([C:14]([CH:15]([c:16]2[cH:17][cH:18][c:19]([Br:22])[cH:20][cH:21]2)[CH3:25])=[O:23])[C:10](=[O:13])[O:11][CH2:12]1. Reactants: ClC1=CC=C(C(=C1S(=O)(=O)N(C)OC)O)NC1=C(C(C1=O)=O)OCC (6-chloro-3-(2-ethoxy-3,4-dioxo-cyclobut-1-enylamino)-2-hydroxy-N-methoxy-N-methyl-benzenesulfonamide), ClC1=CC=C(C(=C1S(=O)(=O)N(C)OC)O)NC1=C(C(C1=O)=O)OCC (6-chloro-3-(2-ethoxy-3,4-dioxo-cyclobut-1-enylamino)-2-hydroxy-N-methoxy-N-methyl-benzenesulfonamide), NC=1C(=C(C=CC1)S(=O)(=O)N(OC)CC)O (3-Amino-N-ethyl-2-hydroxy-N-methoxybenzenesulfonamide). Yields the product C(C)OC1=C(C(C1=O)=O)NC=1C(=C(C=CC1)S(=O)(=O)N(OC)CC)O (3-(2-Ethoxy-3,4-dioxocyclobut-1-enylamino)-N-ethyl-2-hydroxy-N-methoxy benzenesulfonamide). RXN SMILES: Cl[C:2]1[C:7]([S:8]([N:11]([O:13][CH3:14])[CH3:12])(=[O:10])=[O:9])=[C:6]([OH:15])[C:5]([NH:16][C:17]2[C:20](=[O:21])[C:19](=[O:22])[C:18]=2[O:23][CH2:24][CH3:25])=[CH:4][CH:3]=1.N[C:27]1C(O)=C(S(N(CC)OC)(=O)=O)C=CC=1>>[CH2:24]([O:23][C:18]1[C:19](=[O:22])[C:20](=[O:21])[C:17]=1[NH:16][C:5]1[C:6]([OH:15])=[C:7]([S:8]([N:11]([CH2:12][CH3:27])[O:13][CH3:14])(=[O:10])=[O:9])[CH:2]=[CH:3][CH:4]=1)[CH3:25]. Reported procedure: This compound was prepared analogously to 6-Chloro-3-(2-ethoxy-3,4-dioxo-cyclobut-1-enylamino)-2-hydroxy-N-methoxy-N-methyl-benzenesulfonamide (Intermediate A step 3) by replacing 3-amino-6-chloro-2-hydroxy-N-methoxy-N-methyl-benzenesulfonamide with 3-amino-N-ethyl-2-hydroxy-N-methoxybenzenesulfonamide (step 1). [M+H]+ 371 Reactants: CO, [Li+], C1CCOC1, [OH-], O, CCOC(=O)c1cccc(NC(=O)NC2CN(C(=O)C=C(C)C)c3ccc(C)cc3N(CC(=O)c3ccccc3C)C2=O)c1. Yields the product CC(C)=CC(=O)N1CC(NC(=O)Nc2cccc(C(=O)O)c2)C(=O)N(CC(=O)c2ccccc2C)c2cc(C)ccc21. As a reaction SMILES: [CH3:53][OH:54].[Li+:47].[O:48]1[CH2:49][CH2:50][CH2:51][CH2:52]1.[OH-:46].[OH2:45].[c:1]1([CH3:44])[c:2]([C:7](=[O:8])[CH2:9][N:10]2[C:11](=[O:43])[CH:12]([NH:28][C:29](=[O:30])[NH:31][c:32]3[cH:33][c:34]([C:38](=[O:39])[O:40][CH2:41][CH3:42])[cH:35][cH:36][cH:37]3)[CH2:13][N:14]([C:22]([CH:23]=[C:24]([CH3:25])[CH3:26])=[O:27])[c:15]3[c:16]2[cH:17][c:18]([CH3:21])[cH:19][cH:20]3)[cH:3][cH:4][cH:5][cH:6]1>>[c:1]1([CH3:44])[c:2]([C:7](=[O:8])[CH2:9][N:10]2[C:11](=[O:43])[CH:12]([NH:28][C:29](=[O:30])[NH:31][c:32]3[cH:33][c:34]([C:38](=[O:39])[OH:40])[cH:35][cH:36][cH:37]3)[CH2:13][N:14]([C:22]([CH:23]=[C:24]([CH3:25])[CH3:26])=[O:27])[c:15]3[c:16]2[cH:17][c:18]([CH3:21])[cH:19][cH:20]3)[cH:3][cH:4][cH:5][cH:6]1. As a reaction SMILES: [BH4-:15].[Br:1][c:2]1[c:3]([CH3:14])[c:4]2[c:9]([c:10]([CH3:12])[cH:11]1)[S:8][CH2:7][CH2:6][C:5]2=[O:13].[CH3:29][OH:30].[ClH:17].[Na+:16].[S:18]1[c:19]2[c:20]([cH:21][cH:22][cH:23][cH:24]2)[C:25](=[O:26])[CH2:27][CH2:28]1>>[Br:1][c:2]1[c:3]([CH3:14])[c:4]2[c:9]([c:10]([CH3:12])[cH:11]1)[S:8][CH2:7][CH2:6][CH:5]2[OH:13]. Yields the product Cc1cc(Br)c(C)c2c1SCCC2O. Starting materials: [BH4-], Cc1cc(Br)c(C)c2c1SCCC2=O, CO, Cl, [Na+], O=C1CCSc2ccccc21. Starting materials: C(C=CC1=CC=CC=C1)=O (cinnamaldehyde), C(#N)CC(=O)[N-]CC1=CC=CC=C1 (N-(cyanoacetyl)benzylamide). The product is C(C1=CC=CC=C1)NC(=O)\C(\C#N)=C\C=C\C1=CC=CC=C1 ((E,E)-2-(Benzylaminocarbonyl)-3-styrylacrylonitrile). Reaction SMILES: [CH:1](=O)[CH:2]=[CH:3][C:4]1[CH:9]=[CH:8][CH:7]=[CH:6][CH:5]=1.[C:11]([CH2:13][C:14]([N-:16][CH2:17][C:18]1[CH:23]=[CH:22][CH:21]=[CH:20][CH:19]=1)=[O:15])#[N:12]>>[CH2:17]([NH:16][C:14](/[C:13](=[CH:1]/[CH:2]=[CH:3]/[C:4]1[CH:9]=[CH:8][CH:7]=[CH:6][CH:5]=1)/[C:11]#[N:12])=[O:15])[C:18]1[CH:23]=[CH:22][CH:21]=[CH:20][CH:19]=1. Procedure details: The compound was prepared as described in Example 3 by adding cinnamaldehyde (0.048 ml, 0.38 mmol) to N-(cyanoacetyl)benzylamide (Example 4, 0.066 g, 0.38 mmol). After refluxing for 1 h and recrystallization from ethanol a white solid was obtained (0.074 g, 68%). The product gave the following analytical data: The reactants are solution, C[Mg]Br (methylmagnesium bromide), [Si](C)(C)(C(C)(C)C)O[C@@H]1C=2C3=C(C(=NC2CC(C1)(C)C)C(C)=O)[C@H](OC31CCOCC1)C1=CC=C(C=C1)C(F)(F)F (1-((3R,9S)-9-(tert-butyldimethylsilyloxy)-7,7-dimethyl-3-(4-(trifluoromethyl)phenyl)-2′,3′,5′,6,6′,7,8,9-octahydro-3H-spiro[furo[3,4-c]quinoline-1,4′-pyran]-4-yl)ethanone). The solvent is C1(=CC=CC=C1)C.O1CCCC1 (toluene tetrahydrofurane), O1CCCC1 (tetrahydrofurane), C(C)OCC (diethylether). Conditions: temperature -10 celsius, time 12 hour. The product is [Si](C)(C)(C(C)(C)C)O[C@@H]1C=2C3=C(C(=NC2CC(C1)(C)C)C(C)(C)O)[C@H](OC31CCOCC1)C1=CC=C(C=C1)C(F)(F)F (2-((3R,9S)-9-(tert-butyldimethylsilyloxy)-7,7-dimethyl-3-(4-(trifluoromethyl)phenyl)-2′,3′,5′,6,6′,7,8,9-octahydro-3H-spiro[furo[3,4-c]quinoline-1,4′-pyran]-4-yl)propan-2-ol). As a reaction SMILES: [Si:1]([O:8][C@H:9]1[CH2:18][C:17]([CH3:20])([CH3:19])[CH2:16][C:15]2[N:14]=[C:13]([C:21](=[O:23])[CH3:22])[C:12]3[C@@H:24]([C:32]4[CH:37]=[CH:36][C:35]([C:38]([F:41])([F:40])[F:39])=[CH:34][CH:33]=4)[O:25][C:26]4([CH2:31][CH2:30][O:29][CH2:28][CH2:27]4)[C:11]=3[C:10]1=2)([C:4]([CH3:7])([CH3:6])[CH3:5])([CH3:3])[CH3:2].[CH3:42][Mg]Br>O1CCCC1.C1(C)C=CC=CC=1.O1CCCC1.C(OCC)C>[Si:1]([O:8][C@H:9]1[CH2:18][C:17]([CH3:20])([CH3:19])[CH2:16][C:15]2[N:14]=[C:13]([C:21]([OH:23])([CH3:42])[CH3:22])[C:12]3[C@@H:24]([C:32]4[CH:33]=[CH:34][C:35]([C:38]([F:41])([F:39])[F:40])=[CH:36][CH:37]=4)[O:25][C:26]4([CH2:31][CH2:30][O:29][CH2:28][CH2:27]4)[C:11]=3[C:10]1=2)([C:4]([CH3:5])([CH3:6])[CH3:7])([CH3:3])[CH3:2] |f:3.4|. Procedure details: 26 mg 1-((3R,9S)-9-(tert-butyldimethylsilyloxy)-7,7-dimethyl-3-(4-(trifluoromethyl)phenyl)-2′,3′,5′,6,6′,7,8,9-octahydro-3H-spiro[furo[3,4-c]quinoline-1,4′-pyran]-4-yl)ethanone are dissolved in 2 ml tetrahydrofurane cooled to −10° C. and treated with 110 μl of a 1.4 M solution of methylmagnesium bromide in toluene/tetrahydrofurane 75:25. The mixture is warmed to room temperature and stirred for 12 hours. The mixture is diluted with diethylether, washed with saturated aqueous ammonium chloride an... Starting materials: FC1=C(C=C(C=C1)CN1C=NC=C1)[N+](=O)[O-] (1-[(4-fluoro-3-nitrophenyl)methyl]-1H-imidazole), N1=CC(=CC=C1)CN (3-pyridinemethanamine). The solvent is C(C)O (ethanol). Conditions: time 4 hour. Product: N1(C=NC=C1)CC1=CC(=C(C=C1)NCC=1C=NC=CC1)[N+](=O)[O-] (N-[4-(1H-imidazol-1-ylmethyl)-2-nitrophenyl]-3-pyridinemethanamine). The yield is 82.0%. RXN SMILES: F[C:2]1[CH:7]=[CH:6][C:5]([CH2:8][N:9]2[CH:13]=[CH:12][N:11]=[CH:10]2)=[CH:4][C:3]=1[N+:14]([O-:16])=[O:15].[N:17]1[CH:22]=[CH:21][CH:20]=[C:19]([CH2:23][NH2:24])[CH:18]=1>C(O)C>[N:9]1([CH2:8][C:5]2[CH:6]=[CH:7][C:2]([NH:24][CH2:23][C:19]3[CH:18]=[N:17][CH:22]=[CH:21][CH:20]=3)=[C:3]([N+:14]([O-:16])=[O:15])[CH:4]=2)[CH:13]=[CH:12][N:11]=[CH:10]1. Procedure: (a-3) A mixture of 4.4 parts of 1-[(4-fluoro-3-nitrophenyl)methyl]-1H-imidazole, 4.33 parts of 3-pyridinemethanamine and 80 parts of absolute ethanol was stirred for 4 hours at reflux temperature. The reaction mixture was evaporated. 50 Parts of water were added to the residue. The product was extracted twice with 130 parts of trichloromethane. The combined trichloromethane layers were dried, filtered and evaporated. The residue was crystallized from 48 parts of 2-propanol. The product was filte...